From a dataset of the Open Reaction Database (ORD), a public repository of structured organic reaction records. describe an organic reaction: reactants, conditions, products, and yield Reactants: ClC=1C=CC(=NC1)NC(C1=CC=CC(=C1)CC)=O (N-(5-chloropyridin-2-yl)-5-ethylbenzamide), C(C)(C)(C)OC(=O)N1CCC(CC1)C1=NC2=C(C(O1)=O)C=C(C=C2)CC ((1-tert-butoxycarbonylpiperidin-4-yl)-6-ethyl-4H-3,1-benzoxazin-4-one). The product is C(C)(C)(C)OC(=O)N1CCC(CC1)C(=O)NC1=C(C(=O)NC2=NC=C(C=C2)Cl)C=C(C=C1)CC (2-[(1-tert-Butoxycarbonylpiperidin-4-ylcarbonyl)amino]-N-(5-chloropyridin-2-yl)-5-ethylbenzamide). RXN SMILES: [Cl:1][C:2]1[CH:3]=[CH:4][C:5]([NH:8][C:9](=[O:18])[C:10]2[CH:15]=[C:14]([CH2:16][CH3:17])[CH:13]=[CH:12][CH:11]=2)=[N:6][CH:7]=1.[C:19]([O:23][C:24]([N:26]1[CH2:31][CH2:30][CH:29]([C:32]2[O:37]C(=O)C3C=C(CC)C=CC=3[N:33]=2)[CH2:28][CH2:27]1)=[O:25])([CH3:22])([CH3:21])[CH3:20]>>[C:19]([O:23][C:24]([N:26]1[CH2:31][CH2:30][CH:29]([C:32]([NH:33][C:11]2[CH:12]=[CH:13][C:14]([CH2:16][CH3:17])=[CH:15][C:10]=2[C:9]([NH:8][C:5]2[CH:4]=[CH:3][C:2]([Cl:1])=[CH:7][N:6]=2)=[O:18])=[O:37])[CH2:28][CH2:27]1)=[O:25])([CH3:22])([CH3:20])[CH3:21]. Reported procedure: Using methods substantially equivalent to those described in Example 51-D, 2-(1-tert-butoxycarbonylpiperidin-4-ylcarbonyl)amino)-N-(5-chloropyridin-2-yl)-5-ethylbenzamide (1.27 g, 47%) was prepared from 2-[(1-tert-butoxycarbonylpiperidin-4-yl)-6-ethyl-4H-3,1-benzoxazin-4-one.